Dataset: the Open Reaction Database (ORD), a public repository of structured organic reaction records. Task: describe an organic reaction: reactants, conditions, products, and yield Reactants: methanolic solution, N (ammonia), solution, Cl (HCl), O1CCOCC1 (dioxane), C(C)(C)(C)OC(NC1=CC=C(C=C1)CC1=NC=NC(=C1)N)=O ([4-(6-amino-pyrimidin-4-ylmethyl)-phenyl]-carbamic acid tert-butyl ester). Solvent: C(Cl)Cl (CH2Cl2). Conditions: time 1.5 hour. Product: NC1=CC=C(CC2=CC(=NC=N2)N)C=C1 (6-(4-Aminobenzyl)-pyrimidin-4-ylamine). As a reaction SMILES: Cl.O1CCOCC1.C(OC(=O)[NH:14][C:15]1[CH:20]=[CH:19][C:18]([CH2:21][C:22]2[CH:27]=[C:26]([NH2:28])[N:25]=[CH:24][N:23]=2)=[CH:17][CH:16]=1)(C)(C)C.N>C(Cl)Cl>[NH2:14][C:15]1[CH:20]=[CH:19][C:18]([CH2:21][C:22]2[N:23]=[CH:24][N:25]=[C:26]([NH2:28])[CH:27]=2)=[CH:17][CH:16]=1. Procedure details: A 4 N solution of HCl in dioxane (19.2 mL, 76.4 mmol, 30 equiv) is added to a solution of [4-(6-amino-pyrimidin-4-ylmethyl)-phenyl]-carbamic acid tert-butyl ester (770 mg, 2.56 mmol) in CH2Cl2 (23 mL), under an argon atmosphere. The resulting white suspension is stirred at rt for 1.5 h and concentrated in vacuo. To the residue is added a 2 M methanolic solution of ammonia (3.8 mL, 7.68 mmol, 3 equiv) and the resulting yellow solution is concentrated in vacuo. The crude product is purified by sil... The reactants are Cl (HCl), LiOH monohydrate, C(C)(C)(C)C1=CC(=C(N1)C(=O)OC)[N+](=O)[O-] (methyl 5-tert-butyl-3-nitro-1H-pyrrole-2-carboxylate). Solvent: O (water), C1CCOC1.CO (THF MeOH). Run at temperature 75 celsius. Product: C(C)(C)(C)C1=CC(=C(N1)C(=O)O)[N+](=O)[O-] (5-tert-butyl-3-nitro-1H-pyrrole-2-carboxylic acid). Isolated yield 64.3%. Reaction SMILES: [C:1]([C:5]1[NH:9][C:8]([C:10]([O:12]C)=[O:11])=[C:7]([N+:14]([O-:16])=[O:15])[CH:6]=1)([CH3:4])([CH3:3])[CH3:2].Cl>O.C1COCC1.CO>[C:1]([C:5]1[NH:9][C:8]([C:10]([OH:12])=[O:11])=[C:7]([N+:14]([O-:16])=[O:15])[CH:6]=1)([CH3:4])([CH3:2])[CH3:3] |f:3.4|. Procedure details: A solution of LiOH monohydrate (0.083 g, 2.0 mmol) in water (1 mL) was added to a solution of methyl 5-tert-butyl-3-nitro-1H-pyrrole-2-carboxylate (0.150 mL, 0.66 mmol) in THF:MeOH (3:1, 3 mL) and the resulting mixture heated at 75° C. for 5 hours. The reaction was cooled down to room temperature and acidified with 1N aqueous HCl, extracted with ethyl acetate. The combined organic layers were dried, the solvent eliminated under vacuum and the crude product recrystallized from dichloromethane:hex... Reactants: CCC(=O)OCC12C(=CCCC1C)CCC1C3CCC(OC(=O)CC)C3(C)CCC12, CC12CCC3C(CCC4=CCCCC43CO)C1CCC2O. The product is CCC(=O)OCC12CCCC=C1CCC1C2CCC2(C)C(OC(=O)CC)CCC12. As a reaction SMILES: [C:22]([CH2:23][CH3:24])(=[O:25])[O:26][CH:27]1[C:28]2([CH3:29])[CH:30]([CH2:31][CH2:32]1)[CH:33]1[CH2:34][CH2:35][C:36]3=[CH:37][CH2:38][CH2:39][CH:40]([CH3:51])[C:41]3([CH2:42][O:43][C:44]([CH2:45][CH3:46])=[O:47])[CH:48]1[CH2:49][CH2:50]2.[CH3:1][C:2]12[CH2:3][CH2:4][CH:5]3[CH:6]([CH2:7][CH2:8][C:9]4=[CH:16][CH2:15][CH2:14][CH2:13][C:10]34[CH2:11][OH:12])[CH:17]1[CH2:18][CH2:19][CH:20]2[OH:21]>>[C:22]([CH2:23][CH3:24])(=[O:25])[O:26][CH:27]1[C:28]2([CH3:29])[CH:30]([CH2:31][CH2:32]1)[CH:33]1[CH2:34][CH2:35][C:36]3=[CH:37][CH2:38][CH2:39][CH2:40][C:41]3([CH2:42][O:43][C:44]([CH2:45][CH3:46])=[O:47])[CH:48]1[CH2:49][CH2:50]2. Reactants: C(C)(=O)C=1C(OC(=CC1O)CBr)=O (3-Acetyl-4-hydroxy-6-bromomethylpyran-2-one). Reagents/catalysts: [N+](=O)([O-])[O-].[Ag+] (silver nitrate). Solvent: C(C)O (ethanol). Yields the product C(C)(=O)C=1C(OC(=CC1O)C(OCC)OCC)=O (3-acetyl-6-diethoxymethyl-4-hydroxypyran-2-one). Reaction SMILES: [C:1]([C:4]1[C:5](=[O:13])[O:6][C:7]([CH2:11]Br)=[CH:8][C:9]=1[OH:10])(=[O:3])[CH3:2]>[N+]([O-])([O-])=O.[Ag+].C(O)C>[C:1]([C:4]1[C:5](=[O:13])[O:6][C:7]([CH:11]([O:6][CH2:5][CH3:4])[O:3][CH2:1][CH3:2])=[CH:8][C:9]=1[OH:10])(=[O:3])[CH3:2] |f:1.2|. Procedure: 3-Acetyl-4-hydroxy-6-bromomethylpyran-2-one may be reacted with ethanol in the presence of silver nitrate to give 3-acetyl-6-diethoxymethyl-4-hydroxypyran-2-one. The reactants are [BH4-].[Na+] (sodium borohydride), C(C)OC(CCC(=O)C(F)(F)F)=O (4-trifluoromethyl-4-oxobutyric acid ethyl ester), Cl (HCl). Run in C(C)O (ethanol). Conditions: temperature 0 celsius, time 4 hour. The product is C(C)OC(CCC(O)C(F)(F)F)=O (4-trifluoromethyl-4-hydroxybutyric acid ethyl ester). RXN SMILES: [CH2:1]([O:3][C:4](=[O:13])[CH2:5][CH2:6][C:7]([C:9]([F:12])([F:11])[F:10])=[O:8])[CH3:2].[BH4-].[Na+].Cl>C(O)C>[CH2:1]([O:3][C:4](=[O:13])[CH2:5][CH2:6][CH:7]([C:9]([F:11])([F:12])[F:10])[OH:8])[CH3:2] |f:1.2|. Procedure: To a solution of 30 mmole of 4-trifluoromethyl-4-oxobutyric acid ethyl ester in 20 ml of ethanol cooled to 0° C. is added 30 mmole of sodium borohydride. The reaction mixture is stirred at 0° C. for 4 hours then acidified with M HCl to a pH of 1. The solvent is evaporated under reduced pressure and the residue is partitioned between water and ether. The organic phase is washed with brine, dried over magnesium sulfate and concentrated to give 4-trifluoromethyl-4-hydroxybutyric acid ethyl ester. A... Starting materials: COC=1C=C2CC3=C(NC2=CC1OC)N=CNC3=O (7,8-dimethoxy4-oxo-3,4,5,10-tetrahydropyrimido[4,5-b]quinoline), [OH-].[Na+] (sodium hydroxide), COS(=O)(=O)OC (dimethylsulfate). Solvent: O (water), O (water). Reaction conditions: temperature 90 celsius, time 0.5 hour. Product: COC=1C=C2CC3=C(NC2=CC1OC)NCN(C3=O)C (5,10-Dihydro-7,8-dimethoxy-3-methylpyrimido [4,5-b]quinolin-4(1 H)-one). Yield: 49.2%. As a reaction SMILES: [CH3:1][O:2][C:3]1[CH:4]=[C:5]2[C:10](=[CH:11][C:12]=1[O:13][CH3:14])[NH:9][C:8]1[N:15]=[CH:16][NH:17][C:18](=[O:19])[C:7]=1[CH2:6]2.[OH-].[Na+].[CH3:22]OS(OC)(=O)=O>O>[CH3:1][O:2][C:3]1[CH:4]=[C:5]2[C:10](=[CH:11][C:12]=1[O:13][CH3:14])[NH:9][C:8]1[NH:15][CH2:16][N:17]([CH3:22])[C:18](=[O:19])[C:7]=1[CH2:6]2 |f:1.2|. Reported procedure: To a heated (90° C.), stirred solution of 7,8-dimethoxy4-oxo-3,4,5,10-tetrahydropyrimido[4,5-b]quinoline (0.25 g, 0.96 mmol) and sodium hydroxide (0.05 g, 1.25 mmol) in water (3 mL) was added dimethylsulfate (0.23 mL, 2.4 mmol). After 0.5 hour, the reaction mixture was diluted with water (20 mL), the solids filtered, washed with acetonitrile and dried in vacuo to afford 0.13 g of the title compound; m.p. 225-230° C. Starting materials: COC=1C=C2C(C(COC2=CC1)=CC1=CC(=CC=C1)[N+](=O)[O-])=O (6-methoxy-3-(3-nitrobenzylidene)-chroman-4-one). Reagents/catalysts: [Pd] (Pd/C). Run in CO (CH3OH), O1CCCC1 (tetrahydrofuran). The product is NC=1C=C(CC2COC3=CC=C(C=C3C2=O)OC)C=CC1 (3-(3-aminobenzyl)-6-methoxy-chroman-4-one). The yield is 107.0%. Reaction SMILES: [CH3:1][O:2][C:3]1[CH:4]=[C:5]2[C:10](=[CH:11][CH:12]=1)[O:9][CH2:8][C:7](=[CH:13][C:14]1[CH:19]=[CH:18][CH:17]=[C:16]([N+:20]([O-])=O)[CH:15]=1)[C:6]2=[O:23]>CO.O1CCCC1.[Pd]>[NH2:20][C:16]1[CH:15]=[C:14]([CH:19]=[CH:18][CH:17]=1)[CH2:13][CH:7]1[C:6](=[O:23])[C:5]2[C:10](=[CH:11][CH:12]=[C:3]([O:2][CH3:1])[CH:4]=2)[O:9][CH2:8]1. Reported procedure: A mixture of 10.20 g (32.8 mmol) of the product of Example 1 and 2 g of 10% Pd/C in 200 mL CH3OH and 200 mL tetrahydrofuran was shaken on a Parr (trademark) hydrogenation apparatus at 25 psi H2 at room temperature. After 30 minutes the reaction mixture was filtered through diatomaceous earth (Celite [trademark]), and the filtrate concentrated in vacuo to yield 9.94 g of a yellow solid. Silica gel chromatography eluting with 5% ethyl acetate-CH2Cl2 afforded 8.53 g of a yellow solid (92%). A small...